describe an organic reaction: reactants, conditions, products, and yield From a dataset of the Open Reaction Database (ORD), a public repository of structured organic reaction records. Starting materials: C(C)N(C(=S)SC=1C=NC=CC1NC(=O)C1=C(N=C(S1)NC(C)=O)COC)CC (4-(2-acetamido-4-(methoxymethyl)thiazole-5-carboxamido)pyridin-3-yl diethylcarbamodithioate), C(=O)O (formic acid), Cl (HCl), CO (MeOH). Run in C(Cl)Cl (DCM). The product is COCC=1N=C(SC1C=1SC=2C=NC=CC2N1)NC(C)=O (N-(4-(methoxymethyl)-5-(thiazolo[5,4-c]pyridin-2-yl)thiazol-2-yl)acetamide). Yield: 14.1%. As a reaction SMILES: C(N(CC)C([S:6][C:7]1[CH:8]=[N:9][CH:10]=[CH:11][C:12]=1[NH:13][C:14]([C:16]1[S:20][C:19]([NH:21][C:22](=[O:24])[CH3:23])=[N:18][C:17]=1[CH2:25][O:26][CH3:27])=O)=S)C.C(O)=O.Cl.CO>C(Cl)Cl>[CH3:27][O:26][CH2:25][C:17]1[N:18]=[C:19]([NH:21][C:22](=[O:24])[CH3:23])[S:20][C:16]=1[C:14]1[S:6][C:7]2[CH:8]=[N:9][CH:10]=[CH:11][C:12]=2[N:13]=1. Procedure: Crude 4-(2-acetamido-4-(methoxymethyl)thiazole-5-carboxamido)pyridin-3-yl diethylcarbamodithioate (4.485 g, 9.89 mmol) and formic acid (0.379 mL, 9.89 mmol) were added to a 150 mL round-bottomed flask, and the solution was stirred at reflux for approximately 24 hours until LCMS indicated that the reaction was complete. The formic acid was removed, and the reaction was quenched by addition of 1 N NaOH. No precipitate formed, and the solution was made neutral with HCl and extracted with EtOAc (5×7... Reactants: Cl.CC1=C(C[C@H](N)C(=O)N[C@H](C)C(=O)O)C(=CC(=C1)O)C (2,6-dimethyltyrosyl-D-alanine, hydrochloride). The solvent is CO (MeOH). The product is Cl.CC1=C(C[C@H](N)C(=O)N[C@H](C)C(=O)NCCCC2=CC=CC=C2)C=CC(=C1)O (2-methyltyrosyl-N-(3-phenylpropyl)-D-alaninamide, hydrochloride). RXN SMILES: [ClH:1].C[C:3]1[CH:19]=[C:18]([OH:20])[CH:17]=[C:16]([CH3:21])[C:4]=1[CH2:5][C@@H:6]([C:8]([NH:10][C@@H:11]([C:13]([OH:15])=O)[CH3:12])=[O:9])[NH2:7]>CO>[ClH:1].[CH3:21][C:16]1[CH:17]=[C:18]([OH:20])[CH:19]=[CH:3][C:4]=1[CH2:5][C@@H:6]([C:8]([NH:10][C@@H:11]([C:13]([NH:10][CH2:8][CH2:6][CH2:5][C:4]1[CH:16]=[CH:17][CH:18]=[CH:19][CH:3]=1)=[O:15])[CH3:12])=[O:9])[NH2:7] |f:0.1,3.4|. Procedure details: The title compound was prepared by the method of Example 4 from diastereomer F of the title compound of Example 11, Route B. [α]D -23.8 (MeOH) Starting materials: C1(=CC=CC=C1)C(CCC1=CC=CC=C1)=O (1,3-diphenylpropan-1-one), C1(=CC=CC=C1)C(CCC1=CC=CC=C1)=O (1,3-diphenylpropan-1-one), BrBr (bromine). Solvent: O1CCOCC1 (dioxane), O1CCOCC1 (dioxane). Run at time 24 hour. Product: BrC(C(=O)C1=CC=CC=C1)CC1=CC=CC=C1 (2-bromo-1,3-diphenylpropan-1-one). As a reaction SMILES: [C:1]1([C:7](=[O:16])[CH2:8][CH2:9][C:10]2[CH:15]=[CH:14][CH:13]=[CH:12][CH:11]=2)[CH:6]=[CH:5][CH:4]=[CH:3][CH:2]=1.[Br:17]Br>O1CCOCC1>[Br:17][CH:8]([CH2:9][C:10]1[CH:11]=[CH:12][CH:13]=[CH:14][CH:15]=1)[C:7]([C:1]1[CH:6]=[CH:5][CH:4]=[CH:3][CH:2]=1)=[O:16]. Procedure: To a solution of 1,3-diphenylpropan-1-one (compound 2) (7.0 mmol) in 25 ml of anhydrous dioxane, a solution of bromine (7.0 mmol) in 10 ml of dioxane was slowly added dropwise over 30 min. The reaction mixture was left to stir at room temperature for 24 hrs to form 2-bromo-1,3-diphenylpropan-1-one (compound 3). Solvent was removed in vacuo. The 2-bromo-1,3-diphenylpropan-1-one product formed was determined by 1H NMR to be sufficiently pure to be used in the next step. The reactants are [Li+].[BH4-] (LiBH4), FC(C(C(N)C(=O)OC)C(F)(F)F)(F)F (methyl 4,4,4,4′,4′,4′-hexafluoro-dl-valinate), Cl (HCl). The solvent is C1CCOC1 (THF). Conditions: temperature 25 celsius, time 19 hour. Product: FC(C(C(CO)N)C(F)(F)F)(F)F (3,3,3-trifluoro-2-(trifluoromethyl)-1-(hydroxymethyl)propyl amine). Yield: 81.9%. Reaction SMILES: [Li+].[BH4-].[F:3][C:4]([F:17])([F:16])[CH:5]([C:12]([F:15])([F:14])[F:13])[CH:6]([C:8](OC)=[O:9])[NH2:7].Cl>C1COCC1>[F:3][C:4]([F:16])([F:17])[CH:5]([C:12]([F:13])([F:14])[F:15])[CH:6]([NH2:7])[CH2:8][OH:9] |f:0.1|. Procedure details: A solution of LiBH4 (2M THF, 19.66 mL, 39.33 mmol) was added to a solution of methyl 4,4,4,4′,4′,4′-hexafluoro-dl-valinate (2.35 g, 9.83 mmol) in THF (80 mL) at 0° C. The reaction was allowed to warm to 25° C. After 19 h, the reaction was cooled to 0° C. and 2M HCl was added to the reaction mixture very carefully until pH<2. The organic solvent was removed in vacuo and the aqueous layer was neutralized with sat NaHCO3 until pH=7. The aqueous layer was extracted with EtOAc (2×50 mL) and the organ... Starting materials: FC1=CC=C(C=C1)C1=NOC(=C1CO)C ([3-(4-fluoro-phenyl)-5-methyl-isoxazol-4-yl]-methanol), COC(=O)C1=CC(NO1)=O (3-oxo-2,3-dihydro-isoxazole-5-carboxylic acid methyl ester), C1(=CC=CC=C1)P(C1=CC=CC=C1)C1=CC=CC=C1 (triphenylphosphine), N(=NC(=O)OCC)C(=O)OCC (diethyl azodicarboxylate). Solvent: C1CCOC1 (THF). Conditions: time 3 hour. The product is COC(=O)C1=CC(=NO1)OCC=1C(=NOC1C)C1=CC=C(C=C1)F (3-[3-(4-Fluoro-phenyl)-5-methyl-isoxazol-4-ylmethoxy]-isoxazole-5-carboxylic acid methyl ester). Isolated yield 60.1%. As a reaction SMILES: [F:1][C:2]1[CH:7]=[CH:6][C:5]([C:8]2[C:12]([CH2:13][OH:14])=[C:11]([CH3:15])[O:10][N:9]=2)=[CH:4][CH:3]=1.[CH3:16][O:17][C:18]([C:20]1[O:24][NH:23][C:22](=O)[CH:21]=1)=[O:19].C1(P(C2C=CC=CC=2)C2C=CC=CC=2)C=CC=CC=1.N(C(OCC)=O)=NC(OCC)=O>C1COCC1>[CH3:16][O:17][C:18]([C:20]1[O:24][N:23]=[C:22]([O:14][CH2:13][C:12]2[C:8]([C:5]3[CH:4]=[CH:3][C:2]([F:1])=[CH:7][CH:6]=3)=[N:9][O:10][C:11]=2[CH3:15])[CH:21]=1)=[O:19]. Reported procedure: To a solution of [3-(4-fluoro-phenyl)-5-methyl-isoxazol-4-yl]-methanol (1.0 g, 4.8 mmol) in THF (70 mL) was added 3-oxo-2,3-dihydro-isoxazole-5-carboxylic acid methyl ester (0.69 g, 4.8 mmol) and triphenylphosphine (1.65 g, 6.3 mmol) at ambient temperature under an argon atmosphere. Then diethyl azodicarboxylate (2.7 mL, 6.3 mmol) was added at 4° C. and the reaction mixture was stirred for 3 h at room temperature. Concentration and purification by chromatography (SiO2, heptane:ethyl acetate=100:... Starting materials: ClC1=CC2=C(OC3=C(CN2C(=O)Cl)C=CC=C3)C=C1 (8-chlorodibenz[b,f][1,4]-oxazepine-10(11H)-carbonyl chloride), N1(CCCCC1)C1CCNCC1 (1,4'-bipiperidine). The product is N1(CCCCC1)C1CCN(CC1)C(=O)N1C2=C(OC3=C(C1)C=CC=C3)C=CC(=C2)Cl (10-([1,4'-bipiperidin]-1'-ylcarbonyl)-8-chloro-10,11-dihydrodibenz[b,f][1,4]oxazepine). Isolated yield 86.9%. Reaction SMILES: [Cl:1][C:2]1[CH:19]=[CH:18][C:5]2[O:6][C:7]3[CH:17]=[CH:16][CH:15]=[CH:14][C:8]=3[CH2:9][N:10]([C:11](Cl)=[O:12])[C:4]=2[CH:3]=1.[N:20]1([CH:26]2[CH2:31][CH2:30][NH:29][CH2:28][CH2:27]2)[CH2:25][CH2:24][CH2:23][CH2:22][CH2:21]1>>[N:20]1([CH:26]2[CH2:31][CH2:30][N:29]([C:11]([N:10]3[CH2:9][C:8]4[CH:14]=[CH:15][CH:16]=[CH:17][C:7]=4[O:6][C:5]4[CH:18]=[CH:19][C:2]([Cl:1])=[CH:3][C:4]3=4)=[O:12])[CH2:28][CH2:27]2)[CH2:25][CH2:24][CH2:23][CH2:22][CH2:21]1. Procedure details: The title compound of Example 2 (0.6 g, 2.0 mmol) was combined with 1,4'-bipiperidine (0.38 g, 2.2 mmol) and the reaction was carried out by the method of Example 4. Following chromatographic purification, 0.74 g of the title product was obtained as a white solid.